describe an organic reaction: reactants, conditions, products, and yield From a dataset of the Open Reaction Database (ORD), a public repository of structured organic reaction records. Reactants: FC1=CC=C2C=CNC2=C1 (6-fluoro-1H-indole), IC1=CC=CC=C1 (iodobenzene). The product is FC1=CC=C2C=CN(C2=C1)C1=CC=CC=C1 (6-FLUORO-1-PHENYL-1H-INDOLE). As a reaction SMILES: [F:1][C:2]1[CH:10]=[C:9]2[C:5]([CH:6]=[CH:7][NH:8]2)=[CH:4][CH:3]=1.I[C:12]1[CH:17]=[CH:16][CH:15]=[CH:14][CH:13]=1>>[F:1][C:2]1[CH:10]=[C:9]2[C:5]([CH:6]=[CH:7][N:8]2[C:12]2[CH:17]=[CH:16][CH:15]=[CH:14][CH:13]=2)=[CH:4][CH:3]=1. Reported procedure: Prepared by Procedure, C and Scheme O using 6-fluoro-1H-indole and iodobenzene: ESMS m/e: 212.0 (M+H)+. The reactants are COC=1C=C(C=CC1[N+](=O)[O-])C=1CCN(CC1)CC(=O)N (2-[4-(3-Methoxy-4-nitro-phenyl)-3,6-dihydro-2H-pyridin-1-yl]-acetamide), [Cl-].[NH4+] (ammonium chloride), C(C)O (ethanol), O (water). Reagents/catalysts: [Fe] (iron). Run at temperature 80 celsius, time 3 hour. Product: NC1=C(C=C(C=C1)C=1CCN(CC1)CC(=O)N)OC (2-[4-(4-Amino-3-methoxy-phenyl)-3,6-dihydro-2H-pyridin-1-yl]-acetamide). As a reaction SMILES: [CH3:1][O:2][C:3]1[CH:4]=[C:5]([C:12]2[CH2:13][CH2:14][N:15]([CH2:18][C:19]([NH2:21])=[O:20])[CH2:16][CH:17]=2)[CH:6]=[CH:7][C:8]=1[N+:9]([O-])=O.[Cl-].[NH4+].C(O)C.O>[Fe]>[NH2:9][C:8]1[CH:7]=[CH:6][C:5]([C:12]2[CH2:17][CH2:16][N:15]([CH2:18][C:19]([NH2:21])=[O:20])[CH2:14][CH:13]=2)=[CH:4][C:3]=1[O:2][CH3:1] |f:1.2|. Procedure details: A mixture of 2-[4-(3-Methoxy-4-nitro-phenyl)-3,6-dihydro-2H-pyridin-1-yl]-acetamide (240 mg, 0.82 mmol), iron (138 mg, 2.47 mmol), ammonium chloride (22.0 mg, 0.412 mmol) in ethanol (7 mL, 100 mmol) and water (3 mL, 200 mmol) was heated at 80° C. After 3 h, MS showed product with no SM. The mixture was cooled, solvent was evaporated and was diluted with aq. Na2CO3 solution and EtOAc. The mixture was filtered through a pad of celite, extracted from EtOAc, combined organic was washed with brine. A... The reactants are C(C=1C(O)=CC=CC1)(=O)OC1=CC=CC=C1 (phenyl salicylate), NC1=CC=C(C#N)C=C1 (4-amino-benzonitrile). Product: C(#N)C1=CC=C(NC(C=2C(O)=CC=CC2)=O)C=C1 (4′-cyano-salicylanilide). As a reaction SMILES: [C:1]([O:10]C1C=CC=CC=1)(=O)[C:2]1[C:3](=[CH:5][CH:6]=[CH:7][CH:8]=1)[OH:4].[NH2:17][C:18]1[CH:25]=[CH:24][C:21]([C:22]#[N:23])=[CH:20][CH:19]=1>>[C:22]([C:21]1[CH:24]=[CH:25][C:18]([NH:17][C:1](=[O:10])[C:2]2[C:3](=[CH:5][CH:6]=[CH:7][CH:8]=2)[OH:4])=[CH:19][CH:20]=1)#[N:23]. Procedure details: The 4′-cyano-salicylanilide was prepared by condensing phenyl salicylate with 4-amino-benzonitrile then purified as described in Example 2a. The ligand mixture was then prepared from 4′-cyano-salicylanilide and 1,1′-bi-2-naphthol using the procedure described in Example 5a. 31P NMR (121.77 MHz): several peaks between 116.4-117.7 ppm. Starting materials: [BH3-]C#N, CCOC(=O)C1CCCC1N, CO, CC(=O)[O-], O=CC1CC1, Cl, Cl, [Na+], [Na+]. Yields the product CCOC(=O)C1CCCC1NCC1CC1. Reaction SMILES: [C:11]([BH3-:12])#[N:13].[CH2:16]([CH3:17])[O:18][C:19](=[O:20])[CH:21]1[CH:22]([NH2:26])[CH2:23][CH2:24][CH2:25]1.[CH3:28][OH:29].[CH3:2][C:3](=[O:4])[O-:5].[CH:6]1([CH:9]=[O:10])[CH2:7][CH2:8]1.[ClH:15].[ClH:27].[Na+:14].[Na+:1]>>[CH:6]1([CH2:9][NH:26][CH:22]2[CH:21]([C:19]([O:18][CH2:16][CH3:17])=[O:20])[CH2:25][CH2:24][CH2:23]2)[CH2:7][CH2:8]1. The reactants are CC\1=C(C=2C=C(C=CC2/C1=C\C=3C=CC(=CC3)[S+](C)[O-])F)CC(=O)O (Sulindac), [OH-].[Ca+2].[OH-] (calcium hydroxide). The solvent is C(C)O (ethanol). The product is [Ca].CC\1=C(C=2C=C(C=CC2/C1=C\C=3C=CC(=CC3)[S+](C)[O-])F)CC(=O)O (calcium sulindac). RXN SMILES: [CH3:1][C:2]1=[C:3]([CH2:22][C:23]([OH:25])=[O:24])[C:4]2[CH:5]=[C:6]([F:21])[CH:7]=[CH:8][C:9]=2/[C:10]/1=[CH:11]\[C:12]1[CH:13]=[CH:14][C:15]([S+:18]([O-:20])[CH3:19])=[CH:16][CH:17]=1.[OH-].[Ca+2:27].[OH-]>C(O)C>[Ca:27].[CH3:1][C:2]1=[C:3]([CH2:22][C:23]([OH:25])=[O:24])[C:4]2[CH:5]=[C:6]([F:21])[CH:7]=[CH:8][C:9]=2/[C:10]/1=[CH:11]\[C:12]1[CH:13]=[CH:14][C:15]([S+:18]([O-:20])[CH3:19])=[CH:16][CH:17]=1 |f:1.2.3,5.6|. Procedure: 100 g Sulindac is suspended in 4 l. of 75% v/v ethanol. Apply heat until a clear solution is formed. Add 10.38 g of calcium hydroxide and mix. A clear solution is formed initially followed by massive precipitation of calcium sulindac. Filter the slurry to remove the solvent and air dry to give calcium sulindac. Reactants: [N+](=O)([O-])C1=C2C(C3CC(=C(CC3C(C2=CC=C1)=O)C)C)=O (5-nitro-2,3-dimethyl-1,4,4a,9a-tetrahydroanthraquinone), [S-2].[Na+].[Na+] (sodium sulfide). Run in O (water). Run at temperature 90 celsius. The product is NC1=C2C(C=3C=C(C(=CC3C(C2=CC=C1)=O)C)C)=O (5-amino-2,3-dimethylanthraquinone). RXN SMILES: [N+:1]([C:4]1[CH:17]=[CH:16][CH:15]=[C:14]2[C:5]=1[C:6](=[O:21])[CH:7]1[CH:12]([C:13]2=[O:18])[CH2:11][C:10]([CH3:19])=[C:9]([CH3:20])[CH2:8]1)([O-])=O.[S-2].[Na+].[Na+]>O>[NH2:1][C:4]1[CH:17]=[CH:16][CH:15]=[C:14]2[C:5]=1[C:6](=[O:21])[C:7]1[CH:8]=[C:9]([CH3:20])[C:10]([CH3:19])=[CH:11][C:12]=1[C:13]2=[O:18] |f:1.2.3|. Reported procedure: To 5.0 parts of 5-nitro-2,3-dimethyl-1,4,4a,9a-tetrahydroanthraquinone there was added 100 parts of water and then, with stirring at 90°C, 20 parts of a 10 wt % aqueous sodium sulfide. The reaction mixture thus formed was maintained at 90° - 95°C for 1 hour and, after cooled to 25°C, filtered to recover crystals. The crystals were washed with water and dried under reduced pressure to obtain 4.5 parts of 5-amino-2,3-dimethylanthraquinone of a melting point of 222°C. Reactants: ice, Cl (hydrochloric acid), FC1=CC=CC=C1 (fluorobenzene), [Cl-].[Al+3].[Cl-].[Cl-] (aluminium chloride), C(\C=C\C(=O)Cl)(=O)Cl (Fumaryl chloride). Run in C(=S)=S (carbon disulfide). Product: FC1=CC=C(C(=O)C=CC(C2=CC=C(C=C2)F)=O)C=C1 (di-(p-fluorobenzoyl)ethylene). Yield: 96.0%. As a reaction SMILES: [F:1][C:2]1[CH:7]=[CH:6][CH:5]=[CH:4][CH:3]=1.[Cl-].[Al+3].[Cl-].[Cl-].[C:12](Cl)(=[O:18])/[CH:13]=[CH:14]/[C:15](Cl)=[O:16].Cl>C(=S)=S>[F:1][C:2]1[CH:7]=[CH:6][C:5]([C:12]([CH:13]=[CH:14][C:15](=[O:16])[C:5]2[CH:6]=[CH:7][C:2]([F:1])=[CH:3][CH:4]=2)=[O:18])=[CH:4][CH:3]=1 |f:1.2.3.4|. Reported procedure: To a solution of fluorobenzene (0.52 mols, 50 g, 48.83 mL) in carbon disulfide (500 mL) was added aluminium chloride (0.651 mmol, 86.8 g). The resulting suspension was gently refluxed under an atmosphere of nitrogen. Fumaryl chloride (0.26 mols, 28.2 mL) was added over a period of 15-20 minutes. The resulting dark orange reaction mixture was refluxed for 18 h and the residue was poured into crushed ice (1 Kg) and concentrated hydrochloric acid (15.0 mL). The semi-solid was filtered off, washed w... The reactants are C1CCOC1, CC(C)[N-]C(C)C, CI, [Li+], CC=CC(CC(=O)OC)c1ccc(OCc2ccccc2)cc1. The product is CC=CC(c1ccc(OCc2ccccc2)cc1)C(C)C(=O)OC. RXN SMILES: [CH2:34]1[O:35][CH2:36][CH2:37][CH2:38]1.[CH:1]([N-:2][CH:3]([CH3:4])[CH3:5])([CH3:6])[CH3:7].[I:32][CH3:33].[Li+:8].[c:9]1([CH2:15][O:16][c:17]2[cH:18][cH:19][c:20]([CH:23]([CH2:24][C:25](=[O:26])[O:27][CH3:28])[CH:29]=[CH:30][CH3:31])[cH:21][cH:22]2)[cH:10][cH:11][cH:12][cH:13][cH:14]1>>[CH3:1][CH:24]([CH:23]([c:20]1[cH:19][cH:18][c:17]([O:16][CH2:15][c:9]2[cH:10][cH:11][cH:12][cH:13][cH:14]2)[cH:22][cH:21]1)[CH:29]=[CH:30][CH3:31])[C:25](=[O:26])[O:27][CH3:28]. Reactants: FC(C(C(F)(F)F)(CCC[C@@H](C)[C@H]1CC[C@H]2[C@@H]3C=CC4=CC(C=C[C@]4(C)[C@H]3CC[C@]12C)=O)O)(F)F (26,26,26,27,27,27-hexafluoro-25-hydroxycholest-1,4,6-trien-3-one), OO (hydrogen peroxide). Yields the product FC(C(C(F)(F)F)(CCC[C@@H](C)[C@H]1CC[C@H]2[C@@H]3C=CC4=CC([C@H]5[C@@H]([C@]4(C)[C@H]3CC[C@]12C)O5)=O)O)(F)F (26,26,26,27,27,27-hexafluoro-25-hydroxy-1α,2α-epoxycholest-4,6-dien-3-one). As a reaction SMILES: [F:1][C:2]([F:35])([F:34])[C:3]([OH:33])([CH2:8][CH2:9][CH2:10][C@H:11]([C@@H:13]1[C@:30]2([CH3:31])[C@H:16]([C@H:17]3[C@H:27]([CH2:28][CH2:29]2)[C@:25]2([CH3:26])[C:20](=[CH:21][C:22](=[O:32])[CH:23]=[CH:24]2)[CH:19]=[CH:18]3)[CH2:15][CH2:14]1)[CH3:12])[C:4]([F:7])([F:6])[F:5].[OH:36]O>>[F:1][C:2]([F:34])([F:35])[C:3]([OH:33])([CH2:8][CH2:9][CH2:10][C@H:11]([C@@H:13]1[C@:30]2([CH3:31])[C@H:16]([C@H:17]3[C@H:27]([CH2:28][CH2:29]2)[C@:25]2([CH3:26])[C:20](=[CH:21][C:22](=[O:32])[C@@H:23]4[O:36][C@@H:24]42)[CH:19]=[CH:18]3)[CH2:15][CH2:14]1)[CH3:12])[C:4]([F:6])([F:5])[F:7]. Procedure: treating the resulting 26,26,26,27,27,27-hexafluoro-25-hydroxycholest-1,4,6-trien-3-one with hydrogen peroxide to obtain 26,26,26,27,27,27-hexafluoro-25-hydroxy-1α,2α-epoxycholest-4,6-dien-3-one The reactants are CCOC(OCC)C(CC(=O)OC(C)(C)C)NS(=O)(=O)c1ccc([N+](=O)[O-])cc1OCc1ccccc1, [H][H], C1CCOC1. The product is CCOC(OCC)C(CC(=O)OC(C)(C)C)NS(=O)(=O)c1ccc(N)cc1OCc1ccccc1. RXN SMILES: [C:1]([CH3:2])([CH3:3])([CH3:4])[O:5][C:6]([CH2:7][CH:8]([CH:9]([O:10][CH2:11][CH3:12])[O:13][CH2:14][CH3:15])[NH:16][S:17](=[O:18])(=[O:19])[c:20]1[c:21]([O:29][CH2:30][c:31]2[cH:32][cH:33][cH:34][cH:35][cH:36]2)[cH:22][c:23]([N+:26]([O-:27])=[O:28])[cH:24][cH:25]1)=[O:37].[H:38][H:39].[O:40]1[CH2:41][CH2:42][CH2:43][CH2:44]1>>[C:1]([CH3:2])([CH3:3])([CH3:4])[O:5][C:6]([CH2:7][CH:8]([CH:9]([O:10][CH2:11][CH3:12])[O:13][CH2:14][CH3:15])[NH:16][S:17](=[O:18])(=[O:19])[c:20]1[c:21]([O:29][CH2:30][c:31]2[cH:32][cH:33][cH:34][cH:35][cH:36]2)[cH:22][c:23]([NH2:26])[cH:24][cH:25]1)=[O:37].